Dataset: the Open Reaction Database (ORD), a public repository of structured organic reaction records. Task: describe an organic reaction: reactants, conditions, products, and yield Starting materials: ClC1=CC(=NC2=CC=C(C=C12)F)C1=CC=C(C=C1)C (4-Chloro-6-fluoro-2-(4-methylphenyl)quinoline), N1CCC(C(=O)N)CC1 (isonipecotamide). Solvent: N1=CC=CC=C1 (pyridine). The product is FC=1C=C2C(=CC(=NC2=CC1)C1=CC=C(C=C1)C)N1CCC(CC1)C(=O)N (1-[6-Fluoro-2-(4-methylphenyl)-4-quinolinyl]-4-piperidinecarboxamide). As a reaction SMILES: Cl[C:2]1[C:11]2[C:6](=[CH:7][CH:8]=[C:9]([F:12])[CH:10]=2)[N:5]=[C:4]([C:13]2[CH:18]=[CH:17][C:16]([CH3:19])=[CH:15][CH:14]=2)[CH:3]=1.[NH:20]1[CH2:28][CH2:27][CH:23]([C:24]([NH2:26])=[O:25])[CH2:22][CH2:21]1>N1C=CC=CC=1>[F:12][C:9]1[CH:10]=[C:11]2[C:6](=[CH:7][CH:8]=1)[N:5]=[C:4]([C:13]1[CH:18]=[CH:17][C:16]([CH3:19])=[CH:15][CH:14]=1)[CH:3]=[C:2]2[N:20]1[CH2:28][CH2:27][CH:23]([C:24]([NH2:26])=[O:25])[CH2:22][CH2:21]1. Procedure: The named compound was made in a manner analogous to that of Example 4(c) using 4-Chloro-6-fluoro-2-(4-methylphenyl)quinoline and isonipecotamide as starting materials. It was obtained as white needles, mp 246°-249° dec on recrystallization from pyridine. Starting materials: COc1ccc(P2(=S)P[SH](=S)(c3ccc(OC)cc3)S2)cc1, CN(C)P(=O)(N(C)C)N(C)C, O=C1CCC(c2ccccc2F)c2cc(Cl)ccc2N1, O. Product: Fc1ccccc1C1CCC(=S)Nc2ccc(Cl)cc21. RXN SMILES: [CH3:21][O:22][c:23]1[cH:24][cH:25][c:26]([SH:29]2(=[S:27])[PH:28][P:30](=[S:31])([c:32]3[cH:33][cH:34][c:35]([O:36][CH3:37])[cH:38][cH:39]3)[S:40]2)[cH:41][cH:42]1.[CH3:44][N:45]([CH3:46])[P:47](=[O:48])([N:49]([CH3:50])[CH3:51])[N:52]([CH3:53])[CH3:54].[Cl:1][c:2]1[cH:3][cH:4][c:5]2[c:6]([cH:20]1)[CH:7]([c:13]1[c:14]([F:19])[cH:15][cH:16][cH:17][cH:18]1)[CH2:8][CH2:9][C:10](=[O:12])[NH:11]2.[OH2:43]>>[Cl:1][c:2]1[cH:3][cH:4][c:5]2[c:6]([cH:20]1)[CH:7]([c:13]1[c:14]([F:19])[cH:15][cH:16][cH:17][cH:18]1)[CH2:8][CH2:9][C:10](=[S:29])[NH:11]2. Starting materials: N1C[C@H](CC1)O ((S)-pyrrolidin-3-ol), C1(=CC=CC=C1)C (toluene), C(C)(C)(C)C=1N=C(C2=C(N1)N(N=N2)CC2=C(C=CC=C2)Cl)Cl (5-tert-butyl-7-chloro-3-(2-chlorobenzyl)-3H-[1,2,3]triazolo[4,5-d]pyrimidine), C(C)N(C(C)C)C(C)C (N-Ethyldiisopropylamin). The solvent is C(C)#N (Acetonitrile), C(C)#N (Acetonitrile). Reaction conditions: time 10 minute. Product: C(C)(C)(C)C=1N=C(C2=C(N1)N(N=N2)CC2=C(C=CC=C2)Cl)N2C[C@H](CC2)O ((3S)-1-[5-tert-butyl-3-[(2-chlorophenyl)methyl]triazolo[4,5-d]pyrimidin-7-yl]pyrrolidin-3-ol). Yield: 96.6%. As a reaction SMILES: [C:1]([C:5]1[N:6]=[C:7](Cl)[C:8]2[N:13]=[N:12][N:11]([CH2:14][C:15]3[CH:20]=[CH:19][CH:18]=[CH:17][C:16]=3[Cl:21])[C:9]=2[N:10]=1)([CH3:4])([CH3:3])[CH3:2].C(N(C(C)C)C(C)C)C.[NH:32]1[CH2:36][CH2:35][C@H:34]([OH:37])[CH2:33]1.C1(C)C=CC=CC=1>C(#N)C>[C:1]([C:5]1[N:6]=[C:7]([N:32]2[CH2:36][CH2:35][C@H:34]([OH:37])[CH2:33]2)[C:8]2[N:13]=[N:12][N:11]([CH2:14][C:15]3[CH:20]=[CH:19][CH:18]=[CH:17][C:16]=3[Cl:21])[C:9]=2[N:10]=1)([CH3:4])([CH3:3])[CH3:2]. Procedure: 5-tert-butyl-7-chloro-3-(2-chlorobenzyl)-3H-[1,2,3]triazolo[4,5-d]pyrimidine (10 g, 29.7 mmol, Eq: 1.00) was dissolved in Acetonitrile (54.6 g, 70.0 ml). N-Ethyldiisopropylamin (7.84 g, 10.3 ml, 59.5 mmol, Eq: 2) was added dropwise over 5-10 min. After 10 min at RT, a solution of (S)-pyrrolidin-3-ol (2.94 g, 2.8 ml, 32.7 mmol, Eq: 1.1) in Acetonitrile (2.27 g, 2.91 ml) added dropwise over 30 min at 20° C. After 2 h 30 reaction, toluene (86.5 g, 100 ml) was added and the reaction mixture was conc...